describe an organic reaction: reactants, conditions, products, and yield From a dataset of the Open Reaction Database (ORD), a public repository of structured organic reaction records. Reactants: C(C1=CC=CC=C1)OC1=C(C=CC=C1)CC(C(=O)OC)C(O)C1CCCCC1 (Methyl (2RS,3SR)-2-(2-benzyloxyphenylmethyl)-3-cyclohexyl-3-hydroxypropionate). The solvent is solution, [OH-].[K+] (potassium hydroxide). The product is C(C1=CC=CC=C1)OC1=C(C=CC=C1)CC(C(=O)O)C(O)C1CCCCC1 ((2RS,3SR)-2-(2-benzyloxyphenylmethyl)-3-cyclohexyl-3-hydroxypropionic acid). The yield is 90.9%. RXN SMILES: [CH2:1]([O:8][C:9]1[CH:14]=[CH:13][CH:12]=[CH:11][C:10]=1[CH2:15][CH:16]([CH:21]([CH:23]1[CH2:28][CH2:27][CH2:26][CH2:25][CH2:24]1)[OH:22])[C:17]([O:19]C)=[O:18])[C:2]1[CH:7]=[CH:6][CH:5]=[CH:4][CH:3]=1>[OH-].[K+]>[CH2:1]([O:8][C:9]1[CH:14]=[CH:13][CH:12]=[CH:11][C:10]=1[CH2:15][CH:16]([CH:21]([CH:23]1[CH2:28][CH2:27][CH2:26][CH2:25][CH2:24]1)[OH:22])[C:17]([OH:19])=[O:18])[C:2]1[CH:3]=[CH:4][CH:5]=[CH:6][CH:7]=1 |f:1.2|. Reported procedure: Methyl (2RS,3SR)-2-(2-benzyloxyphenylmethyl)-3-cyclohexyl-3-hydroxypropionate (1.14 g) was dissolved in a methanolic 1M solution of potassium hydroxide (11 ml) and the mixture was heated under reflux for 4 hours. The solution was concentrated in vacuo and the residue was dissolved in water and washed with diethyl ether. The aqueous layer was acidified by aqueous 1N hydrochloric acid solution and extracted with ethyl acetate. The organic layer was washed with brine, dried and evaporated under red... Starting materials: C(C)(C)(C)NC=1C(=NC2=CC=CC(=C2N1)C1=CC=2C(NCCC2N1)=O)F (2-(3-(tert-butylamino)-2-fluoroquinoxalin-5-yl)-6,7-dihydro-1H-pyrrolo[3,2-c]pyridin-4(5H)-one), Cl.CN (methanamine hydrochloride), CCN(C(C)C)C(C)C (DIEA). The solvent is CS(=O)C (DMSO), C(Cl)Cl (DCM). Product: C(C)(C)(C)NC=1C(=NC2=CC=CC(=C2N1)C1=CC=2C(NCCC2N1)=O)NC (2-(3-(tert-butylamino)-2-(methylamino)quinoxalin-5-yl)-6,7-dihydro-1H-pyrrolo[3,2-c]pyridin-4 (5H)-one). The yield is 27.4%. Reaction SMILES: [C:1]([NH:5][C:6]1[C:7](F)=[N:8][C:9]2[C:14]([N:15]=1)=[C:13]([C:16]1[NH:24][C:23]3[CH2:22][CH2:21][NH:20][C:19](=[O:25])[C:18]=3[CH:17]=1)[CH:12]=[CH:11][CH:10]=2)([CH3:4])([CH3:3])[CH3:2].Cl.CN.C[CH2:31][N:32](C(C)C)C(C)C>CS(C)=O.C(Cl)Cl>[C:1]([NH:5][C:6]1[C:7]([NH:32][CH3:31])=[N:8][C:9]2[C:14]([N:15]=1)=[C:13]([C:16]1[NH:24][C:23]3[CH2:22][CH2:21][NH:20][C:19](=[O:25])[C:18]=3[CH:17]=1)[CH:12]=[CH:11][CH:10]=2)([CH3:4])([CH3:3])[CH3:2] |f:1.2|. Reported procedure: A solution of 2-(3-(tert-butylamino)-2-fluoroquinoxalin-5-yl)-6,7-dihydro-1H-pyrrolo[3,2-c]pyridin-4(5H)-one (343) (16 mg, 0.04 mmol), methanamine hydrochloride (15 mg, 0.22 mmol, Sigma-Aldrich), and DIEA (47.4 μL, 0.27 mmol) in DMSO (0.45 mL) was stirred at RT for 2 h. The reaction mixture was diluted with DCM (100 mL), added to a separatory funnel, and washed with saturated aq. NaHCO3 (2×75 mL) before the organic layer was separated, dried over Na2SO4, and concentrated. The crude product was a... Yields the product OC(C)(C)C1=CC=C(C=N1)C1=CC(=C(S1)[N+](=O)[O-])C(=O)N (5-[6-(1-Hydroxy-1-methylethyl)pyridin-3-yl]-2-nitrothiophene-3-carboxamide). Procedure: To a solution of 5-[6-(1-{[tert-butyl(dimethyl)silyl]oxy}-1-methylethyl)pyridin-3-yl]-2-nitrothiophene-3-carboxamide (665 mg, 1.58 mmol) in THF (10 mL) were added AcOH (0.36 ml, 6.13 mmol) and TBAF (1.0 M in THF, 6.31 mL, 6.31 mmol). The sealed reaction was stirred at 90° C. for 18 h. Additional AcOH (0.361 ml, 6.13 mmol) and TBAF (6.31 mL, 6.31 mmol) were added, and the reaction was stirred at 90° C. for another 24 h. The brown solution was cooled to room temperature, diluted with water, and ex... The reactants are [Si](C)(C)(C(C)(C)C)OC(C)(C)C1=CC=C(C=N1)C1=CC(=C(S1)[N+](=O)[O-])C(=O)N (5-[6-(1-{[tert-butyl(dimethyl)silyl]oxy}-1-methylethyl)pyridin-3-yl]-2-nitrothiophene-3-carboxamide), CC(=O)O (AcOH), CCCC[N+](CCCC)(CCCC)CCCC.[F-] (TBAF), CC(=O)O (AcOH), CCCC[N+](CCCC)(CCCC)CCCC.[F-] (TBAF). Run at temperature 90 celsius, time 18 hour. The solvent is C1CCOC1 (THF), O (water). RXN SMILES: [Si]([O:8][C:9]([C:12]1[N:17]=[CH:16][C:15]([C:18]2[S:22][C:21]([N+:23]([O-:25])=[O:24])=[C:20]([C:26]([NH2:28])=[O:27])[CH:19]=2)=[CH:14][CH:13]=1)([CH3:11])[CH3:10])(C(C)(C)C)(C)C.CC(O)=O.CCCC[N+](CCCC)(CCCC)CCCC.[F-]>C1COCC1.O>[OH:8][C:9]([C:12]1[N:17]=[CH:16][C:15]([C:18]2[S:22][C:21]([N+:23]([O-:25])=[O:24])=[C:20]([C:26]([NH2:28])=[O:27])[CH:19]=2)=[CH:14][CH:13]=1)([CH3:11])[CH3:10] |f:2.3|. The reactants are C(C)(C)(C)C1=CC=C(C(=O)N2[C@@](C[C@@H]([C@@H]2C2=CN=C(S2)Cl)C2=NC=CN=C2)(C(=O)OC(C)(C)C)CC(C)C)C=C1 (rel-(2S,4S,5R)-1-(4-tert-butylbenzoyl)-2-isobutyl-4-pyrazin-2-yl-5-(2-chloro-1,3-thiazol-5-yl)pyrrolidine-2-carboxylic acid, tertbutyl ester), C(=O)(C(F)(F)F)O (TFA). The product is C(C)(C)(C)C1=CC=C(C(=O)N2[C@@](C[C@@H]([C@@H]2C2=CN=C(S2)Cl)C2=NC=CN=C2)(C(=O)O)CC(C)C)C=C1 (rel-(2S,4S,5R)-1-(4-tert-Butylbenzoyl)-2-isobutyl-4-(pyrazin-2-yl)-5-(2chloro-1,3-thiazol-5-yl)pyrrolidine-2-carboxylic acid). As a reaction SMILES: [C:1]([C:5]1[CH:40]=[CH:39][C:8]([C:9]([N:11]2[C@@H:15]([C:16]3[S:20][C:19]([Cl:21])=[N:18][CH:17]=3)[C@@H:14]([C:22]3[CH:27]=[N:26][CH:25]=[CH:24][N:23]=3)[CH2:13][C@@:12]2([CH2:35][CH:36]([CH3:38])[CH3:37])[C:28]([O:30]C(C)(C)C)=[O:29])=[O:10])=[CH:7][CH:6]=1)([CH3:4])([CH3:3])[CH3:2].C(O)(C(F)(F)F)=O>>[C:1]([C:5]1[CH:6]=[CH:7][C:8]([C:9]([N:11]2[C@@H:15]([C:16]3[S:20][C:19]([Cl:21])=[N:18][CH:17]=3)[C@@H:14]([C:22]3[CH:27]=[N:26][CH:25]=[CH:24][N:23]=3)[CH2:13][C@@:12]2([CH2:35][CH:36]([CH3:37])[CH3:38])[C:28]([OH:30])=[O:29])=[O:10])=[CH:39][CH:40]=1)([CH3:3])([CH3:2])[CH3:4]. Reported procedure: The tert-butyl ester from stage A was deprotected with TFA in a similar manner to that described in Example 1, to afford the title compound as a solid.